From a dataset of the Open Reaction Database (ORD), a public repository of structured organic reaction records. describe an organic reaction: reactants, conditions, products, and yield The reactants are [Li]C(C)(C)C, CCOCC, C=CI, O=C(c1cnc(S)s1)C(F)(F)F. Product: C=CC(O)(c1cnc(S)s1)C(F)(F)F. RXN SMILES: [C:4]([Li:5])([CH3:6])([CH3:7])[CH3:8].[CH3:21][CH2:22][O:23][CH2:24][CH3:25].[CH:1](=[CH2:2])[I:3].[F:9][C:10]([C:11](=[O:12])[c:13]1[cH:14][n:15][c:16]([SH:18])[s:17]1)([F:19])[F:20]>>[CH:1](=[CH2:2])[C:11]([C:10]([F:9])([F:19])[F:20])([OH:12])[c:13]1[cH:14][n:15][c:16]([SH:18])[s:17]1. The reactants are CS(C)=O, COC1C(O)C(CO)OC1n1cnc2c(N)nc(N)nc21, [Na+], [Na+], [Na+], O=P([O-])([O-])[O-]. Product: COC1C(O)C(CO)OC1n1cnc2c(=O)[nH]c(N)nc21. RXN SMILES: [CH3:30][S:31]([CH3:32])=[O:33].[NH2:1][c:2]1[n:3][c:4]([NH2:21])[c:5]2[n:6][cH:7][n:8]([CH:11]3[CH:12]([O:13][CH3:14])[CH:15]([OH:16])[CH:17]([CH2:19][OH:20])[O:18]3)[c:9]2[n:10]1.[Na+:27].[Na+:28].[Na+:29].[P:22](=[O:23])([O-:24])([O-:25])[O-:26]>>[NH2:1][c:2]1[nH:3][c:4](=[O:23])[c:5]2[n:6][cH:7][n:8]([CH:11]3[CH:12]([O:13][CH3:14])[CH:15]([OH:16])[CH:17]([CH2:19][OH:20])[O:18]3)[c:9]2[n:10]1. Starting materials: [H-].[Al+3].[Li+].[H-].[H-].[H-] (lithium aluminum hydride), O (water), CSCCNC(CSC)=O (S-methyl-thioglycolic Acid-N-(2-methylthioethyl)-amide), O (water), [H-].[Al+3].[Li+].[H-].[H-].[H-] (lithium aluminum hydride). The solvent is O1CCCC1 (tetrahydrofuran), O1CCCC1 (tetrahydrofuran). The product is CSCCNCCSC (bis-(2-methylthioethyl)-amine). Reaction SMILES: [CH3:1][S:2][CH2:3][CH2:4][NH:5][C:6](=O)[CH2:7][S:8][CH3:9].[H-].[Al+3].[Li+].[H-].[H-].[H-].O>O1CCCC1>[CH3:1][S:2][CH2:3][CH2:4][NH:5][CH2:6][CH2:7][S:8][CH3:9] |f:1.2.3.4.5.6|. Reported procedure: 5.18 g of S-methyl-thioglycolic acid-N-(2-methylthioethyl)-amide (Example 8a) is dissolved in 350 ml of tetrahydrofuran and added in drops to a suspension of 5.48 g of lithium aluminum hydride in 350 ml of tetrahydrofuran under a cover-gas atmosphere. Then, it is refluxed for 18 hours. While being cooled in an ice bath, the excess lithium aluminum hydride is carefully hydrolyzed by adding 100 ml of water in drops, it is stirred for 1 more hour, and then another 700 ml of water is added. The solu...